This data is from the Open Reaction Database (ORD), a public repository of structured organic reaction records. The task is: describe an organic reaction: reactants, conditions, products, and yield The reactants are FC(C(=O)O)(F)F.[N+](=O)([O-])C1=C(C=C(C=C1)N1C[C@@H](CCC1)N)OC(C)C ((3R)-1-[4-nitro-3-(propan-2-yloxy)phenyl]piperidin-3-amine trifluoroacetate). Run in C([O-])([O-])=O.[K+].[K+] (potassium carbonate). The product is [N+](=O)([O-])C1=C(C=C(C=C1)N1C[C@@H](CCC1)N)OC(C)C ((3R)-1-[4-nitro-3-(propan-2-yloxy)phenyl]piperidin-3-amine). Isolated yield 99.2%. As a reaction SMILES: FC(F)(F)C(O)=O.[N+:8]([C:11]1[CH:16]=[CH:15][C:14]([N:17]2[CH2:22][CH2:21][CH2:20][C@@H:19]([NH2:23])[CH2:18]2)=[CH:13][C:12]=1[O:24][CH:25]([CH3:27])[CH3:26])([O-:10])=[O:9]>C(=O)([O-])[O-].[K+].[K+]>[N+:8]([C:11]1[CH:16]=[CH:15][C:14]([N:17]2[CH2:22][CH2:21][CH2:20][C@@H:19]([NH2:23])[CH2:18]2)=[CH:13][C:12]=1[O:24][CH:25]([CH3:27])[CH3:26])([O-:10])=[O:9] |f:0.1,2.3.4|. Procedure details: 5.11 g of (3R)-1-[4-nitro-3-(propan-2-yloxy)phenyl]piperidin-3-amine trifluoroacetate are added to 40 ml of a saturated potassium carbonate solution and then the mixture is extracted three times with 50 ml of dichloromethane. The combined organic phases are dried over magnesium sulfate, filtered and concentrated under vacuum so as to give 3.60 g of (3R)-1-[4-nitro-3-(propan-2-yloxy)phenyl]piperidin-3-amine in the form of a yellow solid. Product: O=C(c1ccc(Br)cc1)N1CCCC1CN1CCCC1. Starting materials: NC(=O)CCC(=O)NO, C1CNC(CN2CCCC2)C1, O=C(ON1C(=O)CCC1=O)c1ccc(Br)cc1, C1CCOC1, O=C(O)c1ccc(Br)cc1. RXN SMILES: [C:28]([NH:29][OH:30])(=[O:31])[CH2:32][CH2:33][C:34]([NH2:35])=[O:36].[NH:37]1[CH:38]([CH2:42][N:43]2[CH2:44][CH2:45][CH2:46][CH2:47]2)[CH2:39][CH2:40][CH2:41]1.[O:1]=[C:2]1[CH2:3][CH2:4][C:5](=[O:6])[N:7]1[O:8][C:9]([c:10]1[cH:11][cH:12][c:13]([Br:16])[cH:14][cH:15]1)=[O:17].[O:48]1[CH2:49][CH2:50][CH2:51][CH2:52]1.[OH:18][C:19]([c:20]1[cH:21][cH:22][c:23]([Br:24])[cH:25][cH:26]1)=[O:27]>>[C:9]([c:10]1[cH:11][cH:12][c:13]([Br:16])[cH:14][cH:15]1)(=[O:17])[N:37]1[CH:38]([CH2:42][N:43]2[CH2:44][CH2:45][CH2:46][CH2:47]2)[CH2:39][CH2:40][CH2:41]1. The reactants are CC(C)([O-])C.[Na+] (sodium t-butoxide), ClC1=NC2=CC=C(C=C2C(=C1)C)OC (2-chloro-6-methoxy-4-methylquinoline), (±)-BINAP, C(C1=CC=CC=C1)N1C[C@H](CC1)N ((S)-1-benzyl-3-aminopyrrolidine), O1CCOCC1 (1,4-dioxane). Reagents/catalysts: C=1C=CC(=CC1)/C=C/C(=O)/C=C/C2=CC=CC=C2.C=1C=CC(=CC1)/C=C/C(=O)/C=C/C2=CC=CC=C2.C=1C=CC(=CC1)/C=C/C(=O)/C=C/C2=CC=CC=C2.[Pd].[Pd] (Pd2(dba)3). Run in C(C)(=O)OCC (ethyl acetate), O (water). Reaction conditions: temperature 65 celsius, time 3 hour. The product is C(C1=CC=CC=C1)N1C[C@H](CC1)NC1=NC2=CC=C(C=C2C(=C1)C)OC ((S)-N-(1-benzylpyrrolidin-3-yl)-6-methoxy-4-methylquinolin-2-amine). Isolated yield 59.8%. As a reaction SMILES: Cl[C:2]1[CH:11]=[C:10]([CH3:12])[C:9]2[C:4](=[CH:5][CH:6]=[C:7]([O:13][CH3:14])[CH:8]=2)[N:3]=1.[CH2:15]([N:22]1[CH2:26][CH2:25][C@H:24]([NH2:27])[CH2:23]1)[C:16]1[CH:21]=[CH:20][CH:19]=[CH:18][CH:17]=1.O1CCOCC1.CC(C)([O-])C.[Na+]>C(OCC)(=O)C.O.C1C=CC(/C=C/C(/C=C/C2C=CC=CC=2)=O)=CC=1.C1C=CC(/C=C/C(/C=C/C2C=CC=CC=2)=O)=CC=1.C1C=CC(/C=C/C(/C=C/C2C=CC=CC=2)=O)=CC=1.[Pd].[Pd]>[CH2:15]([N:22]1[CH2:26][CH2:25][C@H:24]([NH:27][C:2]2[CH:11]=[C:10]([CH3:12])[C:9]3[C:4](=[CH:5][CH:6]=[C:7]([O:13][CH3:14])[CH:8]=3)[N:3]=2)[CH2:23]1)[C:16]1[CH:17]=[CH:18][CH:19]=[CH:20][CH:21]=1 |f:3.4,7.8.9.10.11|. Reported procedure: To a mixture of 2-chloro-6-methoxy-4-methylquinoline (1.1 g), Pd2(dba)3 (0.242 g), (±)-BINAP (0.495 g), (S)-1-benzyl-3-aminopyrrolidine (1.1 g), and 1,4-dioxane (88 mL) was added sodium t-butoxide (1.65 g) under nitrogen atmosphere, and the mixture was stirred at 65° C. for 3 h. The reaction mixture was diluted with ethyl acetate and water, then the interlayer was removed by Celite filtration, and the organic layer was washed with saturated brine. The organic layer was dried with anhydrous magne... The reactants are BrC1=C(C=CC=C1)SC (2-Bromothioanisole), C[C@H]1NCCNC1 ((R)-2-methylpiperazine), C=1C=CC(=CC1)P(C=2C=CC=CC2)C3=CC=C4C=CC=CC4=C3C5=C6C=CC=CC6=CC=C5P(C=7C=CC=CC7)C=8C=CC=CC8 (BINAP), CC(C)([O-])C.[Na+] (sodium t-butoxide). The reagents and catalysts are C=1C=CC(=CC1)/C=C/C(=O)/C=C/C2=CC=CC=C2.C=1C=CC(=CC1)/C=C/C(=O)/C=C/C2=CC=CC=C2.C=1C=CC(=CC1)/C=C/C(=O)/C=C/C2=CC=CC=C2.[Pd].[Pd] (Pd2(dba)3). Solvent: C1(=CC=CC=C1)C (toluene). Run at temperature 100 celsius. The product is C[C@@H]1CN(CCN1)C1=C(SC=C1)C ((3R)-3-methyl-(2-methylthiophenyl)piperazine). The yield is 55.1%. As a reaction SMILES: BrC1[CH:7]=[CH:6][CH:5]=[CH:4][C:3]=1[S:8]C.[CH3:10][C@@H:11]1[CH2:16][NH:15][CH2:14][CH2:13][NH:12]1.C1C=CC(P(C2C(C3C(P(C4C=CC=CC=4)C4C=CC=CC=4)=CC=C4C=3C=CC=C4)=C3C(C=CC=C3)=CC=2)C2C=CC=CC=2)=CC=1.CC(C)([O-])C.[Na+]>C1C=CC(/C=C/C(/C=C/C2C=CC=CC=2)=O)=CC=1.C1C=CC(/C=C/C(/C=C/C2C=CC=CC=2)=O)=CC=1.C1C=CC(/C=C/C(/C=C/C2C=CC=CC=2)=O)=CC=1.[Pd].[Pd].C1(C)C=CC=CC=1>[CH3:10][C@H:11]1[NH:12][CH2:13][CH2:14][N:15]([C:5]2[CH:4]=[CH:3][S:8][C:6]=2[CH3:7])[CH2:16]1 |f:3.4,5.6.7.8.9|. Procedure: 2-Bromothioanisole (300 mg, 1.48 mmol), (R)-2-methylpiperazine (185 mg, 1.85 mmol), Pd2(dba)3 (32 mg, 0.35 mmol), BINAP (41 mg, 0.66 mmol), sodium t-butoxide (200 mg, 2.08 mmol) and anhydrous toluene (3 ml) were combined in a 15 ml round-bottomed flask. The atmosphere in the flask was evacuated and flushed with nitrogen (3×). The mixture was lowered into an oil bath heated to 100° C. After heating for about 1.2 hours, the mixture was cooled, diluted with ethyl acetate (100 ml), filtered through ...